Dataset: the Open Reaction Database (ORD), a public repository of structured organic reaction records. Task: describe an organic reaction: reactants, conditions, products, and yield Starting materials: solution, B.C1CCOC1 (BH3.THF), BrC1=CC(=C(C(=O)O)C=C1)Cl (4-Bromo-2-chlorobenzoic acid), C(=O)([O-])[O-].[K+].[K+] (K2CO3), O (H2O). Solvent: C1CCOC1 (THF), C1CCOC1 (THF). Conditions: temperature 0 celsius, time 8 hour. Yields the product BrC1=CC(=C(C=C1)CO)Cl ((4-Bromo-2-chloro-phenyl)-methanol). The yield is 59.5%. As a reaction SMILES: [Br:1][C:2]1[CH:10]=[CH:9][C:5]([C:6](O)=[O:7])=[C:4]([Cl:11])[CH:3]=1.B.C1COCC1.C([O-])([O-])=O.[K+].[K+].O>C1COCC1>[Br:1][C:2]1[CH:10]=[CH:9][C:5]([CH2:6][OH:7])=[C:4]([Cl:11])[CH:3]=1 |f:1.2,3.4.5|. Procedure details: 4-Bromo-2-chlorobenzoic acid (5 g, 21.23 mmol) was dissolved in dry THF (100 mL) and cooled to 0° C. A 1M solution of BH3.THF in THF (31.85 mL, 31.85 mmol) was slowly added. The reaction was stirred overnight, allowing it to gradually reach room temperature. K2CO3 solid (1 g) and H2O (100 mL) were added and the reaction was stirred for 30 minutes. THF was evaporated and residue extracted with EtOAc (30 mL). The organic phase was washed with 1N HCl (3×50 mL), brine (3×50 mL), dried over Na2SO4 an... The solvent is O1CCOCC1 (1,4-dioxane), CCOC(=O)C (EtOAc). The reagents and catalysts are C1=CC=C(C=C1)P([C-]2C=CC=C2)C3=CC=CC=C3.C1=CC=C(C=C1)P([C-]2C=CC=C2)C3=CC=CC=C3.Cl[Pd]Cl.[Fe+2] (Pd(dppf)Cl2). Procedure: N-(2-bromo-4-(trifluoromethyl)benzyl)-2′,4′-dichloro-[1,1′-biphenyl]-4-amine (386 mg, 0.8 mmol), ethyl 3-(5-(4,4,5,5-tetramethyl-1,3,2-dioxaborolan-2-yl)picolinamido)propanoate, prepared as in step a, (424 mg, 1.2 mmol), Pd(dppf)Cl2 (67 mg, 0.1 mmol), and K2CO3 (225 mg, 1.6 mmol) were dissolved in 1,4-dioxane (8 mL) and water (2 mL) and the resulting mixture was heated to 80° C. After 16 h the resulting mixture was cooled to room temperature, diluted with EtOAc, washed with water and brine, drie... As a reaction SMILES: Br[C:2]1[CH:23]=[C:22]([C:24]([F:27])([F:26])[F:25])[CH:21]=[CH:20][C:3]=1[CH2:4][NH:5][C:6]1[CH:11]=[CH:10][C:9]([C:12]2[CH:17]=[CH:16][C:15]([Cl:18])=[CH:14][C:13]=2[Cl:19])=[CH:8][CH:7]=1.CC1(C)C(C)(C)OB([C:36]2[CH:37]=[CH:38][C:39]([C:42]([NH:44][CH2:45][CH2:46][C:47]([O:49][CH2:50][CH3:51])=[O:48])=[O:43])=[N:40][CH:41]=2)O1.C([O-])([O-])=O.[K+].[K+].O>O1CCOCC1.CCOC(C)=O.C1C=CC(P(C2C=CC=CC=2)[C-]2C=CC=C2)=CC=1.C1C=CC(P(C2C=CC=CC=2)[C-]2C=CC=C2)=CC=1.Cl[Pd]Cl.[Fe+2]>[Cl:19][C:13]1[CH:14]=[C:15]([Cl:18])[CH:16]=[CH:17][C:12]=1[C:9]1[CH:10]=[CH:11][C:6]([NH:5][CH2:4][C:3]2[CH:20]=[CH:21][C:22]([C:24]([F:27])([F:26])[F:25])=[CH:23][C:2]=2[C:36]2[CH:37]=[CH:38][C:39]([C:42]([NH:44][CH2:45][CH2:46][C:47]([O:49][CH2:50][CH3:51])=[O:48])=[O:43])=[N:40][CH:41]=2)=[CH:7][CH:8]=1 |f:2.3.4,8.9.10.11|. The product is ClC1=C(C=CC(=C1)Cl)C1=CC=C(C=C1)NCC1=C(C=C(C=C1)C(F)(F)F)C=1C=CC(=NC1)C(=O)NCCC(=O)OCC (ethyl 3-(5-(2-(((2′,4′-dichloro-[1,1′-biphenyl]-4-yl)amino)methyl)-5-(trifluoromethyl)phenyl)picolinamido)propanoate). Starting materials: O (water), BrC1=C(CNC2=CC=C(C=C2)C2=C(C=C(C=C2)Cl)Cl)C=CC(=C1)C(F)(F)F (N-(2-bromo-4-(trifluoromethyl)benzyl)-2′,4′-dichloro-[1,1′-biphenyl]-4-amine), CC1(OB(OC1(C)C)C=1C=CC(=NC1)C(=O)NCCC(=O)OCC)C (ethyl 3-(5-(4,4,5,5-tetramethyl-1,3,2-dioxaborolan-2-yl)picolinamido)propanoate), C(=O)([O-])[O-].[K+].[K+] (K2CO3). The reactants are ClC=1C(=C(C(=CC1[N+](=O)[O-])C)S(=O)(=O)[O-])[N+](=O)[O-].[K+] (potassium 4-chloro-3,5-dinitro-o-toluenesulfonate), P(Cl)(Cl)(Cl)(Cl)Cl (phosphorus pentachloride). Solvent: P(=O)(Cl)(Cl)Cl (phosphorus oxychloride). The product is ClC=1C(=C(C(=CC1[N+](=O)[O-])C)S(=O)(=O)Cl)[N+](=O)[O-] (4-Chloro-3,5-dinitro-o-toluenesulfonyl Chloride). Yield: 88.5%. As a reaction SMILES: [Cl:1][C:2]1[C:3]([N+:16]([O-:18])=[O:17])=[C:4]([S:12]([O-])(=[O:14])=[O:13])[C:5]([CH3:11])=[CH:6][C:7]=1[N+:8]([O-:10])=[O:9].[K+].P(Cl)(Cl)(Cl)(Cl)[Cl:21]>P(Cl)(Cl)(Cl)=O>[Cl:1][C:2]1[C:3]([N+:16]([O-:18])=[O:17])=[C:4]([S:12]([Cl:21])(=[O:14])=[O:13])[C:5]([CH3:11])=[CH:6][C:7]=1[N+:8]([O-:10])=[O:9] |f:0.1|. Procedure: Sixty grams of potassium 4-chloro-3,5-dinitro-o-toluenesulfonate, 70 grams of phosphorus pentachloride and 120 ml of phosphorus oxychloride are mixed and refluxed for 3 hours. The mixture is filtered to remove some insoluble solid. The filtrate is carefully poured into water at 20° C. to 30° C. The precipitated solid is collected and dissolved in 500 ml. of benzene. The benzene solution is washed with water and then dried over MgSO4. After removing the magnesium sulfate, the benzene is concentra... Starting materials: COC(C1=C(C=CC(=C1)N)NC1=CC=CC=C1)=O (2-phenylamino-5-aminobenzoic methyl ester), 28, N(=O)[O-].[Na+] (sodium nitrite), [N-]=[N+]=[N-].[Na+] (sodium azide). The product is COC(C1=C(C=CC(=C1)N=[N+]=[N-])NC1=CC=CC=C1)=O (2-phenylamino-5-azidobenzoic methyl ester). As a reaction SMILES: [CH3:1][O:2][C:3](=[O:18])[C:4]1[CH:9]=[C:8]([NH2:10])[CH:7]=[CH:6][C:5]=1[NH:11][C:12]1[CH:17]=[CH:16][CH:15]=[CH:14][CH:13]=1.N([O-])=O.[Na+].[N-:23]=[N+:24]=[N-].[Na+]>>[CH3:1][O:2][C:3](=[O:18])[C:4]1[CH:9]=[C:8]([N:10]=[N+:23]=[N-:24])[CH:7]=[CH:6][C:5]=1[NH:11][C:12]1[CH:13]=[CH:14][CH:15]=[CH:16][CH:17]=1 |f:1.2,3.4|. Procedure details: The same procedures as in Example A were repeated except that 10 parts of 2-phenylamino-5-aminobenzoic methyl ester were used as the starting compound, and the aqueous solution of 10% sodium nitrite and the aqueous solution of 10% sodium azide were used in amount of 28 parts and 33.2 parts, respectively, 2-phenylamino-5-azidobenzoic methyl ester having a melting point of 64° to 65° C was obtained at an amount of 9.5 parts. Starting materials: Cc1cc(O)c(Br)c(=O)n1CC1CC1, Fc1ccc(CBr)c(F)c1, [K+], [K+], O=C([O-])[O-], O. Yields the product Cc1cc(OCc2ccc(F)cc2F)c(Br)c(=O)n1CC1CC1. As a reaction SMILES: [Br:1][c:2]1[c:3](=[O:14])[n:4]([CH2:10][CH:11]2[CH2:12][CH2:13]2)[c:5]([CH3:9])[cH:6][c:7]1[OH:8].[F:21][c:22]1[c:23]([CH2:24][Br:25])[cH:26][cH:27][c:28]([F:30])[cH:29]1.[K+:15].[K+:16].[O-:17][C:18]([O-:19])=[O:20].[OH2:31]>>[Br:1][c:2]1[c:3](=[O:14])[n:4]([CH2:10][CH:11]2[CH2:12][CH2:13]2)[c:5]([CH3:9])[cH:6][c:7]1[O:8][CH2:24][c:23]1[c:22]([F:21])[cH:29][c:28]([F:30])[cH:27][cH:26]1. The reactants are CN(C)C=O, COc1cccc(C(=O)O)c1N, O=C1CCC(=O)N1Cl, O. Product: COc1cc(Cl)cc(C(=O)O)c1N. Reaction SMILES: [CH3:13][N:14]([CH3:15])[CH:16]=[O:17].[CH3:1][O:2][c:3]1[cH:4][cH:5][cH:6][c:7]([C:8]([OH:9])=[O:10])[c:11]1[NH2:12].[Cl:18][N:19]1[C:20](=[O:21])[CH2:22][CH2:23][C:24]1=[O:25].[OH2:26]>>[CH3:1][O:2][c:3]1[cH:4][c:5]([Cl:18])[cH:6][c:7]([C:8]([OH:9])=[O:10])[c:11]1[NH2:12]. Starting materials: C(C=CC1=CC=CC=C1)Cl (cinnamyl chloride), C=CC1=CC=CC=C1 (styrene), C(CCC)N(CCCC)CCCC (tri-n-butylamine). Reagents/catalysts: C(C)(=O)[O-].[Pd+2].C(C)(=O)[O-] (palladium acetate). Solvent: ClC1=CC=CC=C1 (chlorobenzene). Yields the product C1(=CC=CC=C1)C=CC=CC1=CC=CC=C1 (1,4-diphenyl-1,3-butadiene). The yield is 27.7%. As a reaction SMILES: [CH2:1](Cl)[CH:2]=[CH:3][C:4]1[CH:9]=[CH:8][CH:7]=[CH:6][CH:5]=1.C=[CH:12][C:13]1[CH:18]=[CH:17][CH:16]=[CH:15][CH:14]=1.C(N(CCCC)CCCC)CCC>C([O-])(=O)C.[Pd+2].C([O-])(=O)C.ClC1C=CC=CC=1>[C:4]1([CH:3]=[CH:2][CH:1]=[CH:12][C:13]2[CH:18]=[CH:17][CH:16]=[CH:15][CH:14]=2)[CH:9]=[CH:8][CH:7]=[CH:6][CH:5]=1 |f:3.4.5|. Procedure: The procedure described in Example 1 is followed, except that 16.7 g (0.1 mol) of cinnamyl chloride, 13.0 g (0.125 mol) of styrene, 23.3 g (0.125 mol) of tri-n-butylamine, 100 ml of chlorobenzene and 0.225 g (0.001 mol) of palladium acetate are used. After a reaction time of 5 hours at a bath temperature of 140° C., 5.7 g (0.0277 mol) of 1,4-diphenyl-1,3-butadiene, corresponding to a yield of 27.7% of theory, are obtained; melting point 150°-152° C.